This data is from the Open Reaction Database (ORD), a public repository of structured organic reaction records. The task is: describe an organic reaction: reactants, conditions, products, and yield Reaction SMILES: C(=O)([O-])[O-].[Cs+].[Cs+].C1C=CC(P(C2C(C3C(P(C4C=CC=CC=4)C4C=CC=CC=4)=CC=C4C=3C=CC=C4)=C3C(C=CC=C3)=CC=2)C2C=CC=CC=2)=CC=1.Br[C:54]1[CH:55]=[C:56]([C:64]([O:66][CH3:67])=[O:65])[C:57]2[C:62]([CH:63]=1)=[CH:61][CH:60]=[CH:59][CH:58]=2.[CH3:68][O:69][CH2:70][CH2:71][NH2:72]>C1(C)C=CC=CC=1.CCOCC.C([O-])(=O)C.[Pd+2].C([O-])(=O)C>[CH3:68][O:69][CH2:70][CH2:71][NH:72][C:54]1[CH:55]=[C:56]([C:64]([O:66][CH3:67])=[O:65])[C:57]2[C:62]([CH:63]=1)=[CH:61][CH:60]=[CH:59][CH:58]=2 |f:0.1.2,8.9.10|. The solvent is C1(=CC=CC=C1)C (toluene), CCOCC (ether). Reaction conditions: temperature 100 celsius. Procedure: Freshly purified cesium carbonate (1.4 eq.), palladium(II) acetate (0.02 eq.) and rac-BINAP (0.03 eq.) were combined in anhydrous toluene (0.25 M). The vessel was repeatedly evacuated and back-filled with nitrogen. Finally, methyl 3-bromo-1-naphthalenecarboxylate (1 eq.) and 2-methoxyethylamine (1.2 eq.) were added and the resulting mixture was heated at 100° C. for 20 h. The now black suspension was cooled to RT, diluted with ether and filtered through a pad of celite. Concentration of the filt... Product: COCCNC=1C=C(C2=CC=CC=C2C1)C(=O)OC (Methyl 3-{[2-(methyloxy)ethyl]amino}-1-naphthalenecarboxylate). Reagents/catalysts: C(C)(=O)[O-].[Pd+2].C(C)(=O)[O-] (palladium(II) acetate). Starting materials: C([O-])([O-])=O.[Cs+].[Cs+] (cesium carbonate), C=1C=CC(=CC1)P(C=2C=CC=CC2)C3=CC=C4C=CC=CC4=C3C5=C6C=CC=CC6=CC=C5P(C=7C=CC=CC7)C=8C=CC=CC8 (rac-BINAP), BrC=1C=C(C2=CC=CC=C2C1)C(=O)OC (methyl 3-bromo-1-naphthalenecarboxylate), COCCN (2-methoxyethylamine). The reactants are C(C)(=O)OC1=C(C=O)C=C(C(=C1)Br)OC (2-Acetoxy-4-bromo-5-methoxybenzaldehyde), C(C)(=O)OC1=C(C=O)C=C(C(=C1)Br)OC (2-Acetoxy-4-bromo-5-methoxybenzaldehyde), C(=O)([O-])[O-].[K+].[K+] (K2CO3). Run in CO (methanol). Conditions: time 1 hour. Yields the product OC1=C(C=O)C=C(C(=C1)Br)OC (2-Hydroxy-4-bromo-5-methoxybenzaldehyde). Isolated yield 85.0%. Reaction SMILES: C([O:4][C:5]1[CH:12]=[C:11]([Br:13])[C:10]([O:14][CH3:15])=[CH:9][C:6]=1[CH:7]=[O:8])(=O)C.C([O-])([O-])=O.[K+].[K+]>CO>[OH:4][C:5]1[CH:12]=[C:11]([Br:13])[C:10]([O:14][CH3:15])=[CH:9][C:6]=1[CH:7]=[O:8] |f:1.2.3|. Reported procedure: To a 200 mL round-bottomed flask containing 6.90 g (25.3 mmol) 2 acetoxy-4-bromo-5-methoxybenzaldehyde (2) in 100 mL of 1% aqueous methanol at room temperature was added 5 g K2CO3, and the mixture was allowed to stir at room temperature for 1 h, at which time TLC analysis indicated complete consumption of starting material and the presence of a slightly more polar compound as the only detectable product. The reaction mixture was then neutralized to pH 5 with the addition of 1N HCl, and the solve...